Dataset: the Open Reaction Database (ORD), a public repository of structured organic reaction records. Task: describe an organic reaction: reactants, conditions, products, and yield Starting materials: CN1C[C@@H](C[C@@H]2C=3C=CC=C4NC=C(C[C@@H]12)C34)CNN (6-methyl-8β-hydrazinomethyl-ergoline), CN=C=S (methyl isothiocyanate). Solvent: O1CCCC1 (tetrahydrofuran). Reaction conditions: temperature 0.5 celsius. Yields the product CN1C[C@@H](C[C@@H]2C=3C=CC=C4NC=C(C[C@@H]12)C34)CNNC(NC)=S (6-methyl-8β-([N'-methylthiocarbamoyl-hydrazino]-methyl)-ergoline). Isolated yield 74.5%. RXN SMILES: [CH3:1][N:2]1[C@H:16]2[C@@H:6]([C:7]3[CH:8]=[CH:9][CH:10]=[C:11]4[C:17]=3[C:14]([CH2:15]2)=[CH:13][NH:12]4)[CH2:5][C@@H:4]([CH2:18][NH:19][NH2:20])[CH2:3]1.[CH3:21][N:22]=[C:23]=[S:24]>O1CCCC1>[CH3:1][N:2]1[C@H:16]2[C@@H:6]([C:7]3[CH:8]=[CH:9][CH:10]=[C:11]4[C:17]=3[C:14]([CH2:15]2)=[CH:13][NH:12]4)[CH2:5][C@@H:4]([CH2:18][NH:19][NH:20][C:23](=[S:24])[NH:22][CH3:21])[CH2:3]1. Reported procedure: 1.2 g (0.0043 moles) of 6-methyl-8β-hydrazinomethyl-ergoline are dissolved in 120 ml of dry tetrahydrofuran, the solution is cooled to 0.5° C., and 0.38 g (0.0052 moles) of methyl isothiocyanate are added with stirring. The reaction mixture is stirred for one hour, and the solvent is distilled off in vacuo. The residue is subjected to chromatography on a column packed with 40 g of silica gel; a 100:0.3:20 mixture of chloroform, water and methanol is applied as eluting agent. The eluents which co... Starting materials: C(C#C)N(CC(=O)OC)C(=O)OC (methyl N-propargyl-N-methoxycarbonylglycinate), N (ammonia), CO (methanol). Reaction conditions: time 10 hour. The product is C(C#C)N(C(CN)=O)C(=O)OC (N-propargyl-N-methoxycarbonylglycinamide). Reaction SMILES: [CH2:1]([N:4]([C:10]([O:12][CH3:13])=[O:11])[CH2:5][C:6](OC)=O)[C:2]#[CH:3].[NH3:14].C[OH:16]>>[CH2:1]([N:4]([C:10]([O:12][CH3:13])=[O:11])[C:5](=[O:16])[CH2:6][NH2:14])[C:2]#[CH:3]. Procedure: 3.9 g of methyl N-propargyl-N-methoxycarbonylglycinate were added to the mixture of 100 ml of 28% aqueous ammonia and 10 ml of methanol and stirred for 10 hours at room temperature. Then the solvent was evaporated off from the reaction mixture. The residue was chromatograhed on silica gel to obtain 3.0 g of N-propargyl-N-methoxycarbonylglycinamide (melting point: 77°-80° C.). Starting materials: CC=1N=CNC1CSCCN (4-methyl-5-((2-aminoethyl)thiomethyl)imidazole), C(=S)=S (carbon disulphide). Run in C(C)O (ethanol). Reaction conditions: time 8 hour. Product: CC1=C(N=CN1)CSCCNC(S)=S (N-[2-((5-methyl-4-imidazolyl)methylthio)ethyl]dithiocarbamic acid). RXN SMILES: [CH3:1][C:2]1[N:3]=[CH:4][NH:5][C:6]=1[CH2:7][S:8][CH2:9][CH2:10][NH2:11].[C:12](=[S:14])=[S:13]>C(O)C>[CH3:1][C:2]1[NH:3][CH:4]=[N:5][C:6]=1[CH2:7][S:8][CH2:9][CH2:10][NH:11][C:12](=[S:13])[SH:14]. Reported procedure: A solution of 4-methyl-5-((2-aminoethyl)thiomethyl)imidazole (10.2 g) in ethanol (75 ml) was added slowly, with stirring, to carbon disulphide (200 ml). The mixture was set aside overnight at room temperature and the solid formed was collected and recrystallised from aqueous isopropyl alcohol to afford N-[2-((5-methyl-4-imidazolyl)methylthio)ethyl]dithiocarbamic acid (9.8 g)., m.p. 127°-129°. The reactants are C(C)(=O)O[C@H]1[C@H](OC=2C(=NC=CC2C)Cl)SC[C@H]([C@@H]1OC(C)=O)OC(C)=O (2-chloro-4-methyl-3-pyridinyl 2,3,4-tri-O-acetyl-5-thio-β-D-xylopyranoside), VI, O1C=C(C=C1)B(O)O (3-furanboronic acid). The product is C(C)(=O)O[C@H]1[C@H](OC=2C(=NC=CC2C)C2=COC=C2)SC[C@H]([C@@H]1OC(C)=O)OC(C)=O (2-(3-Furanyl)-4-methyl-3-pyridinyl 2,3,4-tri-O-acetyl-5-thio-β-D-xylo-pyranoside), solid. Isolated yield 77.0%. RXN SMILES: [C:1]([O:4][C@@H:5]1[C@@H:19]([O:20][C:21](=[O:23])[CH3:22])[C@H:18]([O:24][C:25](=[O:27])[CH3:26])[CH2:17][S:16][C@H:6]1[O:7][C:8]1[C:9](Cl)=[N:10][CH:11]=[CH:12][C:13]=1[CH3:14])(=[O:3])[CH3:2].[O:28]1[CH:32]=[CH:31][C:30](B(O)O)=[CH:29]1>>[C:1]([O:4][C@@H:5]1[C@@H:19]([O:20][C:21](=[O:23])[CH3:22])[C@H:18]([O:24][C:25](=[O:27])[CH3:26])[CH2:17][S:16][C@H:6]1[O:7][C:8]1[C:9]([C:30]2[CH:31]=[CH:32][O:28][CH:29]=2)=[N:10][CH:11]=[CH:12][C:13]=1[CH3:14])(=[O:3])[CH3:2]. Procedure: By carrying out the operation analogously to example 1, starting from 2-chloro-4-methyl-3-pyridinyl 2,3,4-tri-O-acetyl-5-thio-β-D-xylopyranoside obtained according to preparation VI, and 3-furanboronic acid, the desired product is obtained in the form of an ecru solid (yield=77%). Reactants: C(=O)O (formic acid), CN1CCC(CC1)=C1C2=C(C=CC3=C1C=C(C=C3)C#N)C=CC=C2 (1-methyl-4-(3-cyano-5H-dibenzo[a,d]cycloheptene-5-ylidene)piperidine). Reagents/catalysts: [Al].[Ni] (nickel-aluminum alloy). The product is CN1CCC(CC1)=C1C2=C(C=CC3=C1C=C(C=C3)C=O)C=CC=C2 (1-methyl-4-(3-formyl-5H-dibenzo[a,d]cycloheptene-5-ylidene)piperidine). RXN SMILES: [CH3:1][N:2]1[CH2:7][CH2:6][C:5](=[C:8]2[C:14]3[CH:15]=[C:16]([C:19]#N)[CH:17]=[CH:18][C:13]=3[CH:12]=[CH:11][C:10]3[CH:21]=[CH:22][CH:23]=[CH:24][C:9]2=3)[CH2:4][CH2:3]1.C(O)=[O:26]>[Al].[Ni]>[CH3:1][N:2]1[CH2:7][CH2:6][C:5](=[C:8]2[C:14]3[CH:15]=[C:16]([CH:19]=[O:26])[CH:17]=[CH:18][C:13]=3[CH:12]=[CH:11][C:10]3[CH:21]=[CH:22][CH:23]=[CH:24][C:9]2=3)[CH2:4][CH2:3]1 |f:2.3|. Procedure: A mixture of 1.70 g of 1-methyl-4-(3-cyano-5H-dibenzo[a,d]cycloheptene-5-ylidene)piperidine (prepared as described in U.S. Pat. No. 3,988,342 (1976)), 1.70 g of Raney nickel-aluminum alloy, and 25 ml of 75% aqueous formic acid was stirred under reflux for 1.5 hours. The cooled mixture was filtered and the filtrate was made basic by the additional of solid sodium bicarbonate. Extraction of the neutralized mixture with chloroform and evaporation of the solvent gave 1.30 g of 1-methyl-4-(3-formyl-5...